Dataset: the Open Reaction Database (ORD), a public repository of structured organic reaction records. Task: describe an organic reaction: reactants, conditions, products, and yield The reactants are C(#C)[Mg]Br (ethynylmagnesium bromide), O1C(CCCC1)OCC1=CC(=NO1)C(C)=O (1-{5-[(oxan-2-yloxy)methyl]-1,2-oxazol-3-yl}ethanone). The solvent is C1CCOC1 (THF). Reaction conditions: time 45 minute. Yields the product O1C(CCCC1)OCC1=CC(=NO1)C(C)(C#C)O (2-{5-[(oxan-2-yloxy)methyl]-1,2-oxazol-3-yl}but-3-yn-2-ol). Reaction SMILES: [C:1]([Mg]Br)#[CH:2].[O:5]1[CH2:10][CH2:9][CH2:8][CH2:7][CH:6]1[O:11][CH2:12][C:13]1[O:17][N:16]=[C:15]([C:18](=[O:20])[CH3:19])[CH:14]=1>C1COCC1>[O:5]1[CH2:10][CH2:9][CH2:8][CH2:7][CH:6]1[O:11][CH2:12][C:13]1[O:17][N:16]=[C:15]([C:18]([OH:20])([C:1]#[CH:2])[CH3:19])[CH:14]=1. Procedure details: To a solution of ethynylmagnesium bromide (2.93 mL of a0.5M solution in THF, 1.47 mmol) at 0° C. was slowly added 1-{5-[(oxan-2-yloxy)methyl]-1,2-oxazol-3-yl}ethanone (220 mg, 0.98 mmol) in THF (5 mL). The reaction mixture was allowed to warm to RT and stirred for 45 minutes. The reaction mixture was quenched with aqueous saturated NH4Cl solution (10 mL) and the organics were removed in vacuo. The product was extracted into EtOAc (20 ml×2) and the combined organics were dried (Na2SO4), filtered ... Reactants: CS(C)=O, O=C(Cl)C1CCCC1, Cl, Cl, Nc1ccc(-c2ccc(NC(=O)C3CN4CCC3CC4)cc2)cc1, c1ccncc1. The product is Cl, O=C(Nc1ccc(-c2ccc(NC(=O)C3CN4CCC3CC4)cc2)cc1)C1CCCC1. RXN SMILES: [CH3:35][S:36]([CH3:37])=[O:38].[CH:27]1([C:32](=[O:33])[Cl:34])[CH2:28][CH2:29][CH2:30][CH2:31]1.[ClH:1].[ClH:2].[NH2:3][c:4]1[cH:5][cH:6][c:7](-[c:10]2[cH:11][cH:12][c:13]([NH:16][C:17](=[O:18])[CH:19]3[CH2:20][N:21]4[CH2:22][CH2:23][CH:24]3[CH2:25][CH2:26]4)[cH:14][cH:15]2)[cH:8][cH:9]1.[cH:39]1[cH:40][cH:41][n:42][cH:43][cH:44]1>>[ClH:34].[NH:3]([c:4]1[cH:5][cH:6][c:7](-[c:10]2[cH:11][cH:12][c:13]([NH:16][C:17](=[O:18])[CH:19]3[CH2:20][N:21]4[CH2:22][CH2:23][CH:24]3[CH2:25][CH2:26]4)[cH:14][cH:15]2)[cH:8][cH:9]1)[C:32]([CH:27]1[CH2:28][CH2:29][CH2:30][CH2:31]1)=[O:33].